Dataset: the Open Reaction Database (ORD), a public repository of structured organic reaction records. Task: describe an organic reaction: reactants, conditions, products, and yield Reaction conditions: temperature 0 celsius, time 1 hour. Run in O (water), O1CCOCC1 (1,4-dioxane), O (water), O1CCOCC1 (1,4-dioxane), O (water). Starting materials: S(=O)([O-])[O-].[Na+].[Na+] (sodium sulphite), BrBr (bromine), Cl (hydrochloric acid), C(C)(=O)C1=CC=C(C=C1)C1=CC=C(C=C1)OC (4'-acetyl-4-methoxybiphenyl). The product is COC1=CC=C(C=C1)C1=CC=C(C=C1)C(=O)O (4'-methoxy-4-biphenyl carboxylic acid), powder. Yield: 93.0%. Procedure: A solution of 64.7 g (1.61 mol) of soda in 560 ml water is prepared at 0° C. 69.9 g (0.44 mol) of bromine then 260 ml of 1,4-dioxane are added successively. A yellow solution is obtained which is cooled down to 0° C. and which is added over 10 minutes, without exceeding 10° C., to a suspension of 28 g (0.12 mol) of 4'-acetyl-4-methoxybiphenyl in a mixture of 750 ml of 1,4-dioxane and 510 ml water. The reaction medium is agitated for 1 hour at approximately 20° C., a solution of 15.5 g of sodium ... As a reaction SMILES: BrBr.[C:3]([C:6]1[CH:11]=[CH:10][C:9]([C:12]2[CH:17]=[CH:16][C:15]([O:18][CH3:19])=[CH:14][CH:13]=2)=[CH:8][CH:7]=1)(=[O:5])C.S([O-])([O-])=[O:21].[Na+].[Na+].Cl>O.O1CCOCC1>[CH3:19][O:18][C:15]1[CH:16]=[CH:17][C:12]([C:9]2[CH:10]=[CH:11][C:6]([C:3]([OH:5])=[O:21])=[CH:7][CH:8]=2)=[CH:13][CH:14]=1 |f:2.3.4|. The reactants are COC(=O)CCN(C)CCNC(=O)c1nc(Cl)c(N)nc1N, NCCN. The product is CN(CCNC(=O)c1nc(Cl)c(N)nc1N)CCC(=O)NCCN. RXN SMILES: [CH3:1][O:2][C:3]([CH2:4][CH2:5][N:6]([CH3:7])[CH2:8][CH2:9][NH:10][C:11](=[O:12])[c:13]1[n:14][c:15]([Cl:21])[c:16]([NH2:20])[n:17][c:18]1[NH2:19])=[O:22].[NH2:23][CH2:24][CH2:25][NH2:26]>>[C:3]([CH2:4][CH2:5][N:6]([CH3:7])[CH2:8][CH2:9][NH:10][C:11](=[O:12])[c:13]1[n:14][c:15]([Cl:21])[c:16]([NH2:20])[n:17][c:18]1[NH2:19])(=[O:22])[NH:23][CH2:24][CH2:25][NH2:26]. Reactants: C(C1=CC=CC=C1)N1CC(C(C(C1)CCC)C1=CC=C(C=C1)F)OCC1=CC2=CC=CC=C2C(=C1)OCC1=CC=CC=C1 ((3RS,4RS,5SR)-1-benzyl-3-(4-benzyloxy-naphthalen-2-ylmethoxy)-4-(4-fluoro-phenyl)-5-propyl-piperidine), ClC(=O)OCC[Si](C)(C)C (β-trimethylsilylethyl chloroformate). Product: C(C1=CC=CC=C1)OC1=CC(=CC2=CC=CC=C12)COC1CN(CC(C1C1=CC=C(C=C1)F)CCC)C(=O)OCC[Si](C)(C)C (2-trimethylsilanylethyl (3RS,4RS,5SR)-3-(4-benzyloxy-naphthalen-2-ylmethoxy)-4-(4-fluoro-phenyl)-5-propyl-piperidine-1-carboxylate). As a reaction SMILES: C([N:8]1[CH2:13][CH:12]([CH2:14][CH2:15][CH3:16])[CH:11]([C:17]2[CH:22]=[CH:21][C:20]([F:23])=[CH:19][CH:18]=2)[CH:10]([O:24][CH2:25][C:26]2[CH:35]=[C:34]([O:36][CH2:37][C:38]3[CH:43]=[CH:42][CH:41]=[CH:40][CH:39]=3)[C:33]3[C:28](=[CH:29][CH:30]=[CH:31][CH:32]=3)[CH:27]=2)[CH2:9]1)C1C=CC=CC=1.Cl[C:45]([O:47][CH2:48][CH2:49][Si:50]([CH3:53])([CH3:52])[CH3:51])=[O:46]>>[CH2:37]([O:36][C:34]1[C:33]2[C:28](=[CH:29][CH:30]=[CH:31][CH:32]=2)[CH:27]=[C:26]([CH2:25][O:24][CH:10]2[CH:11]([C:17]3[CH:18]=[CH:19][C:20]([F:23])=[CH:21][CH:22]=3)[CH:12]([CH2:14][CH2:15][CH3:16])[CH2:13][N:8]([C:45]([O:47][CH2:48][CH2:49][Si:50]([CH3:53])([CH3:52])[CH3:51])=[O:46])[CH2:9]2)[CH:35]=1)[C:38]1[CH:39]=[CH:40][CH:41]=[CH:42][CH:43]=1. Reported procedure: In an analogous manner to that described in Example 1(d), by reacting (3RS,4RS,5SR)-1-benzyl-3-(4-benzyloxy-naphthalen-2-ylmethoxy)-4-(4-fluoro-phenyl)-5-propyl-piperidine with β-trimethylsilylethyl chloroformate [Synthesis 346 (1987)] there was obtained 2-trimethylsilanylethyl (3RS,4RS,5SR)-3-(4-benzyloxy-naphthalen-2-ylmethoxy)-4-(4-fluoro-phenyl)-5-propyl-piperidine-1-carboxylate as a pale yellow syrup, MS: 628 (M+H)+. The reactants are CSc1ncc2c(Cl)ccn2n1, ClCCCl, O=C1CCC(=O)N1I. Yields the product CSc1ncc2c(Cl)cc(I)n2n1. As a reaction SMILES: [Cl:1][c:2]1[cH:3][cH:4][n:5]2[n:6][c:7]([S:11][CH3:12])[n:8][cH:9][c:10]12.[Cl:21][CH2:22][CH2:23][Cl:24].[I:13][N:14]1[C:15](=[O:16])[CH2:17][CH2:18][C:19]1=[O:20]>>[Cl:1][c:2]1[cH:3][c:4]([I:13])[n:5]2[n:6][c:7]([S:11][CH3:12])[n:8][cH:9][c:10]12. The reactants are O (water), N1C=CC=C1 (pyrrole), CCCCCC.C(CCC)[Li] (n-butyl lithium hexane), BrCCCCCCOC1OCCCC1 (6-bromo-1-(tetrahydropyranyloxy)hexane). The solvent is O1CCCC1 (tetrahydrofuran), CS(=O)C (dimethylsulfoxide). Reaction conditions: time 2 hour. The product is O1C(CCCC1)OCCCCCCN1C=CC=C1 (N-[6-(tetrahydropyranyloxy)hexyl]pyrrole). Yield: 75.1%. RXN SMILES: [NH:1]1[CH:5]=[CH:4][CH:3]=[CH:2]1.CCCCCC.C([Li])CCC.Br[CH2:18][CH2:19][CH2:20][CH2:21][CH2:22][CH2:23][O:24][CH:25]1[CH2:30][CH2:29][CH2:28][CH2:27][O:26]1.O>CS(C)=O.O1CCCC1>[O:26]1[CH2:27][CH2:28][CH2:29][CH2:30][CH:25]1[O:24][CH2:23][CH2:22][CH2:21][CH2:20][CH2:19][CH2:18][N:1]1[CH:5]=[CH:4][CH:3]=[CH:2]1 |f:1.2|. Procedure details: First, 38.0 g (0.567 mol) of pyrrole and 200 mL of dehydrated tetrahydrofuran (THF) were fed into a 2 liter reactor vessel under a stream of argon gas and cooled to 5° C. or less. Then, 354 mL (0.567 mol) of 1.6M n-butyl lithium hexane solution were dripped into this mixture at 10° C. or less. After stirring for one hour at the same temperature, 600 ml of dimethylsulfoxide were further added, and THFwas removed by distillation by heating for solvent substitution. Then, 165.2 g (0.623 mol) of 6-b... Reactants: C(C)(C)(C)OC=1C=C(C2=C(N=C(S2)OC(C)C)C1)[C@H](CNC(CC1=CC=C(C=C1)OCCCC)(C)C)O ((R)-1-(5-tert-butoxy-2-isopropoxybenzo[d]thiazol-7-yl)-2-(1-(4-butoxyphenyl)-2-methylpropan-2-ylamino)ethanol), Cl (HCl), [OH-].[Na+] (NaOH). Run in C(C)(C)O (isopropanol), O (water). Reaction conditions: temperature 60 celsius, time 2.5 hour. The product is C(CCC)OC1=CC=C(C=C1)CC(C)(C)NC[C@H](O)C1=CC(=CC=2NC(SC21)=O)O ((R)-7-(2-(1-(4-butoxyphenyl)-2-methylpropan-2-ylamino)-1-hydroxyethyl)-5-hydroxybenzo[d]thiazol-2(3H)-one). RXN SMILES: C([O:5][C:6]1[CH:7]=[C:8]([C@@H:19]([OH:37])[CH2:20][NH:21][C:22]([CH3:36])([CH3:35])[CH2:23][C:24]2[CH:29]=[CH:28][C:27]([O:30][CH2:31][CH2:32][CH2:33][CH3:34])=[CH:26][CH:25]=2)[C:9]2[S:13][C:12]([O:14]C(C)C)=[N:11][C:10]=2[CH:18]=1)(C)(C)C.Cl.[OH-].[Na+]>C(O)(C)C.O>[CH2:31]([O:30][C:27]1[CH:28]=[CH:29][C:24]([CH2:23][C:22]([NH:21][CH2:20][C@@H:19]([C:8]2[C:9]3[S:13][C:12](=[O:14])[NH:11][C:10]=3[CH:18]=[C:6]([OH:5])[CH:7]=2)[OH:37])([CH3:35])[CH3:36])=[CH:25][CH:26]=1)[CH2:32][CH2:33][CH3:34] |f:2.3|. Procedure details: To (R)-1-(5-tert-butoxy-2-isopropoxybenzo[d]thiazol-7-yl)-2-(1-(4-butoxyphenyl)-2-methylpropan-2-ylamino)ethanol (7.5 g) in isopropanol (30 ml) and water (25 ml) was added 1M HCl aqueous solution (43 ml). The reaction mixture was then heated to 60° C. and stirred for 2.5 h. The mixture was cooled to 50° C., and then 2M NaOH aqueous solution (18 ml) was added slowly to adjust pH between 8.2-8.4. The reaction mixture was then cooled to 30° C., followed by extraction with TBME (first time with 40 m... Starting materials: S(O)(O)(=O)=O (sulfuric acid), C=CC=C (butadiene), C(CCCCCCC\C=C/CCCCCCCC)(=O)[O-].[K+] (potassium oleate), mercaptan, O=C[C@H](O)[C@@H](O)[C@H](O)[C@H](O)CO (glucose), ferrous sulfate hydrate, [O-]P([O-])(=O)OP(=O)([O-])[O-].[Na+].[Na+].[Na+].[Na+] (sodium pyrophosphate), C=CC1=CC=CC=C1 (styrene). Run in O (water). Conditions: time 5 hour. Product: C=CC=C.C=CC1=CC=CC=C1 (butadiene styrene). RXN SMILES: [CH2:1]=[CH:2][CH:3]=[CH2:4].[CH2:5]=[CH:6][C:7]1[CH:12]=[CH:11][CH:10]=[CH:9][CH:8]=1.C([O-])(=O)CCCCCCC/C=C\CCCCCCCC.[K+].O=C[C@@H]([C@H]([C@@H]([C@@H](CO)O)O)O)O.[O-]P(OP([O-])([O-])=O)(=O)[O-].[Na+].[Na+].[Na+].[Na+].S(=O)(=O)(O)O>O>[CH2:1]=[CH:2][CH:3]=[CH2:4].[CH2:5]=[CH:6][C:7]1[CH:12]=[CH:11][CH:10]=[CH:9][CH:8]=1 |f:2.3,5.6.7.8.9,12.13|. Reported procedure: 50 parts of butadiene rubber latex powder, 50 parts of styrene and 150 parts of deionized water were blended. To the blend, 1.0 parts of potassium oleate, 0.4 parts of cumenhydroperoxide, 0.2 parts of mercaptan-containing chain transfer agent, 0.4 parts of glucose, 0.01 parts of ferrous sulfate hydrate, and 0.3 parts of sodium pyrophosphate were added. The blend was kept at 75° C. for 5 hours to obtain g-ABS latex. To the g-ABS latex, 0.4 parts of sulfuric acid was added, coagulated and dried to... Reactants: FC(C(=O)N1CCN(CC1)C1CN(C1)C(=O)C1=CC2=C(S1)C=C(C=C2)C(F)(F)F)(F)F (2,2,2-trifluoro-1-(4-(1-(6-(trifluoromethyl)benzo[b]thiophene-2-carbonyl)azetidin-3-yl)piperazin-1-yl)ethanone). Solvent: CO (methanol), TEA. Product: N1(CCNCC1)C1CN(C1)C(=O)C1=CC2=C(S1)C=C(C=C2)C(F)(F)F ((3-(piperazin-1-yl)azetidin-1-yl)(6-(trifluoromethyl)benzo[b]thiophen-2-yl)methanone). As a reaction SMILES: FC(F)(F)C([N:5]1[CH2:10][CH2:9][N:8]([CH:11]2[CH2:14][N:13]([C:15]([C:17]3[S:21][C:20]4[CH:22]=[C:23]([C:26]([F:29])([F:28])[F:27])[CH:24]=[CH:25][C:19]=4[CH:18]=3)=[O:16])[CH2:12]2)[CH2:7][CH2:6]1)=O>CO>[N:8]1([CH:11]2[CH2:14][N:13]([C:15]([C:17]3[S:21][C:20]4[CH:22]=[C:23]([C:26]([F:28])([F:27])[F:29])[CH:24]=[CH:25][C:19]=4[CH:18]=3)=[O:16])[CH2:12]2)[CH2:9][CH2:10][NH:5][CH2:6][CH2:7]1. Reported procedure: A solution of 2,2,2-trifluoro-1-(4-(1-(6-(trifluoromethyl)benzo[b]thiophene-2-carbonyl)azetidin-3-yl)piperazin-1-yl)ethanone (1.12 mmol, 520 mg) in 20 mL of methanol and TEA (2 mL) was stirred at room temperature for 3 days. The resulting mixture was concentrated to yield (3-(piperazin-1-yl)azetidin-1-yl)(6-(trifluoromethyl)benzo[b]thiophen-2-yl)methanone, which was used in the next step without purification. The reactants are O=C([O-])O, CO, CC#N, Cl, Nc1cccc2c(O)cccc12, [Na+], O=S(=O)(Cl)c1cccc(S(=O)(=O)Cl)c1. The product is O=S(=O)(Cl)c1cccc(S(=O)(=O)Nc2cccc3c(O)cccc23)c1. RXN SMILES: [C:27](=[O:28])([O-:29])[OH:30].[CH3:33][OH:34].[CH3:35][C:36]#[N:37].[ClH:32].[NH2:1][c:2]1[c:3]2[cH:4][cH:5][cH:6][c:7]([OH:12])[c:8]2[cH:9][cH:10][cH:11]1.[Na+:31].[c:13]1([S:23](=[O:24])(=[O:25])[Cl:26])[cH:14][c:15]([S:19](=[O:20])(=[O:21])[Cl:22])[cH:16][cH:17][cH:18]1>>[NH:1]([c:2]1[c:3]2[cH:4][cH:5][cH:6][c:7]([OH:12])[c:8]2[cH:9][cH:10][cH:11]1)[S:23]([c:13]1[cH:14][c:15]([S:19](=[O:20])(=[O:21])[Cl:22])[cH:16][cH:17][cH:18]1)(=[O:24])=[O:25].